The task is: describe an organic reaction: reactants, conditions, products, and yield. This data is from the Open Reaction Database (ORD), a public repository of structured organic reaction records. The reactants are S1C=C2C(=C1)C(=O)OC2=O (thiophene-3,4-dicarboxylic anhydride), C(C)C(CCC1=C(C(=C(N)C(=C1F)F)F)F)CCCC (4-(3-ethylheptyl)-2,3,5,6-tetrafluoroaniline). Run in C1(=CC=CC=C1)C (toluene). The product is C(C)C(CCC1=C(C(=C(C(=C1F)F)N1C(C=2C(C1=O)=CSC2)=O)F)F)CCCC (5-(4-(3-ethylheptyl)-2,3,5,6-tetrafluorophenyl)-4H-thieno[3,4-c]pyrrole-4,6(5H)-dione). As a reaction SMILES: [S:1]1[CH:5]=[C:4]2[C:6](O[C:9](=[O:10])[C:3]2=[CH:2]1)=[O:7].[CH2:11]([CH:13]([CH2:27][CH2:28][CH2:29][CH3:30])[CH2:14][CH2:15][C:16]1[C:22]([F:23])=[C:21]([F:24])[C:19]([NH2:20])=[C:18]([F:25])[C:17]=1[F:26])[CH3:12]>C1(C)C=CC=CC=1>[CH2:11]([CH:13]([CH2:27][CH2:28][CH2:29][CH3:30])[CH2:14][CH2:15][C:16]1[C:17]([F:26])=[C:18]([F:25])[C:19]([N:20]2[C:9](=[O:10])[C:3]3=[CH:2][S:1][CH:5]=[C:4]3[C:6]2=[O:7])=[C:21]([F:24])[C:22]=1[F:23])[CH3:12]. Procedure details: A solution of thiophene-3,4-dicarboxylic anhydride (8.0 mmol) and 4-(3-ethylheptyl)-2,3,5,6-tetrafluoroaniline (8.5 mmol) in 125 ml of toluene is refluxed for 24 h. The crude product is collected by filtration of the cold reaction mixture. Another portion of product can be recovered by washing the filtrate with 5% hydrochloric acid and then evaporating the solvent. The target molecule is purified by recrystallization from toluene, dissolved in 150 ml of thionyl chloride and refluxed for 3 hrs. T... The reactants are COC(=O)c1ccccc1O, COC(=O)c1ccccc1OCCc1csc(NC(c2ccccc2)(c2ccccc2)c2ccccc2)n1, C1CCOC1, CO, Cl, c1ccc(P(c2ccccc2)c2ccccc2)cc1. Product: COC(=O)c1ccccc1OCCc1csc(N)n1. RXN SMILES: [C:1]([O:2][CH3:3])(=[O:4])[c:5]1[c:6]([OH:11])[cH:7][cH:8][cH:9][cH:10]1.[C:31]([c:32]1[cH:33][cH:34][cH:35][cH:36][cH:37]1)([c:38]1[cH:39][cH:40][cH:41][cH:42][cH:43]1)([c:44]1[cH:45][cH:46][cH:47][cH:48][cH:49]1)[NH:50][c:51]1[s:52][cH:53][c:54]([CH2:56][CH2:57][O:58][c:59]2[c:60]([C:61](=[O:62])[O:63][CH3:64])[cH:65][cH:66][cH:67][cH:68]2)[n:55]1.[CH2:70]1[O:71][CH2:72][CH2:73][CH2:74]1.[CH3:75][OH:76].[ClH:69].[c:12]1([P:13]([c:14]2[cH:15][cH:16][cH:17][cH:18][cH:19]2)[c:20]2[cH:21][cH:22][cH:23][cH:24][cH:25]2)[cH:26][cH:27][cH:28][cH:29][cH:30]1>>[NH2:50][c:51]1[s:52][cH:53][c:54]([CH2:56][CH2:57][O:58][c:59]2[c:60]([C:61](=[O:62])[O:63][CH3:64])[cH:65][cH:66][cH:67][cH:68]2)[n:55]1. The reactants are aqueous solution, [Cl-].[NH4+] (ammonium chloride), CI (methyl iodide), CSC(C(=O)OC)C1=CC(=C(C=C1)N1C(C=2C(C1=O)=CC=CC2)=O)Cl (Methyl α-methylthio(3-chloro-4-phthalimidophenyl)acetate), CI (methyl iodide), [H-].[Na+] (sodium hydride). The solvent is CN(C=O)C (dimethylformamide). Yields the product CSC(C(=O)OC)(C)C1=CC(=C(C=C1)N1C(C=2C(C1=O)=CC=CC2)=O)Cl (methyl α-methylthio-α-(3-chloro-4-phthalimidophenyl)propionate). Isolated yield 68.0%. RXN SMILES: [CH3:1][S:2][CH:3]([C:8]1[CH:13]=[CH:12][C:11]([N:14]2[C:18](=[O:19])[C:17]3=[CH:20][CH:21]=[CH:22][CH:23]=[C:16]3[C:15]2=[O:24])=[C:10]([Cl:25])[CH:9]=1)[C:4]([O:6][CH3:7])=[O:5].[H-].[Na+].[CH3:28]I.[Cl-].[NH4+]>CN(C)C=O>[CH3:1][S:2][C:3]([C:8]1[CH:13]=[CH:12][C:11]([N:14]2[C:18](=[O:19])[C:17]3=[CH:20][CH:21]=[CH:22][CH:23]=[C:16]3[C:15]2=[O:24])=[C:10]([Cl:25])[CH:9]=1)([CH3:28])[C:4]([O:6][CH3:7])=[O:5] |f:1.2,4.5|. Procedure: Methyl α-methylthio(3-chloro-4-phthalimidophenyl)acetate was dissolved in 4.0 ml of dimethylformamide, and with ice cooling and stirring, 82 mg (65% content) of sodium hydride was added. The mixture was stirred for 10 minutes. With ice cooling, 0.2 ml of methyl iodide was added, but the deep red color did not vanish. Hence, 0.2 ml of methyl iodide was further added, and the mixture was stirred for about 1.5 hours at room temperature. The color of the solution became lighter, and turned orange. T... Starting materials: BrN1C(CCC1=O)=O (N-bromosuccinimide), 3-(3-amino-pyrazol-1-yl)-propane-(S)-1,2-diol, N1=C(C=CC=C1C)C (2,6-lutidine), C1(=CC=CC=C1)P(C1=CC=CC=C1)C1=CC=CC=C1 (Triphenylphosphine), ClC=1C=C(C=CC1S(=O)(=O)C)[C@H](C(=O)NC1=NN(C=C1)C)CC1CCCC1 (3-[2(R)-(3-chloro-4-methanesulfonyl-phenyl)-3-cyclopentyl-propionylamino]-1-methyl-pyrazole), C(C)(=O)OCC (ethyl acetate). Solvent: C(Cl)Cl (methylene chloride), C(Cl)Cl (methylene chloride). Conditions: temperature 0 celsius, time 3 hour. Yields the product ClC=1C=C(C=CC1S(=O)(=O)C)[C@H](C(=O)NC1=NN(C=C1)C[C@@H](CO)O)CC1CCCC1 (2-(R)-(3-chloro-4-methanesulfonyl-phenyl)-3-cyclopentyl-N-[1-((S)-2,3-dihydroxy-propyl)-1H-pyrazol-3-yl]-propionamide). Isolated yield 23.0%. As a reaction SMILES: C1(P(C2C=CC=CC=2)C2C=CC=CC=2)C=CC=CC=1.BrN1[C:25](=[O:26])[CH2:24]CC1=O.[Cl:28][C:29]1[CH:30]=[C:31]([C@@H:39]([CH2:49][CH:50]2[CH2:54][CH2:53][CH2:52][CH2:51]2)[C:40]([NH:42][C:43]2[CH:47]=[CH:46][N:45]([CH3:48])[N:44]=2)=[O:41])[CH:32]=[CH:33][C:34]=1[S:35]([CH3:38])(=[O:37])=[O:36].N1C(C)=CC=CC=1C.C(OCC)(=[O:65])C>C(Cl)Cl>[Cl:28][C:29]1[CH:30]=[C:31]([C@@H:39]([CH2:49][CH:50]2[CH2:51][CH2:52][CH2:53][CH2:54]2)[C:40]([NH:42][C:43]2[CH:47]=[CH:46][N:45]([CH2:48][C@H:25]([OH:26])[CH2:24][OH:65])[N:44]=2)=[O:41])[CH:32]=[CH:33][C:34]=1[S:35]([CH3:38])(=[O:37])=[O:36]. Procedure details: Triphenylphosphine (202 mg, 0.77 mmol) was dissolved in methylene chloride (3 mL) and cooled to 0° C. To this solution was added N-bromosuccinimide (156 mg, 0.88 mmol) and was stirred at 0° C. until it was completely dissolved and became light purple in color. The 2(R)-(3-chloro-4-methanesulfonyl-phenyl)-3-cyclopentyl-propionic acid (prepared as in PCT WO 2004/052869 A1, Example 1, 171 mg, 0.52 mmol) was then added and it was stirred at 0° C. for 15 min and then warmed to 25° C. and stirred for ... Reactants: FC1=C(C(=O)O)C=CC(=C1)OCOC (2-fluoro-4-methoxymethoxybenzoic acid), Cl (hydrochloric acid), CO (methanol). The product is COC(C1=C(C=C(C=C1)O)F)=O (Methyl-2-fluoro4-hydroxybenzoate). Isolated yield 100.0%. As a reaction SMILES: [F:1][C:2]1[CH:10]=[C:9]([O:11]COC)[CH:8]=[CH:7][C:3]=1[C:4]([OH:6])=[O:5].Cl.[CH3:16]O>>[CH3:16][O:6][C:4](=[O:5])[C:3]1[CH:7]=[CH:8][C:9]([OH:11])=[CH:10][C:2]=1[F:1]. Reported procedure: To a solution of 2-fluoro-4-methoxymethoxybenzoic acid (19.9 g, 100 mmol) in methanol (200 ml) is added conc. hydrochloric acid solution (0.5 ml, catalytic). The solution is heated at reflux overnight. The solution is evaporated in vacuo to give an off-white solid (16.9 g, 100%). δH (300 MHz, CD3OD) 3.83 (3H, s), 6.52 (1H, dd, J=2.3, 12.9 Hz), 6.63 (1H, dd, J=2.1, 8.5 Hz), 7.78 (1H, t, J=8.7 Hz); δC (75 MHz, CD3OD); m/z 170 [(M+), 10%], 139 [(M-OMe)+, 10%]52.34, 104.30, 104.34, 110.78, 112.48, 1... Starting materials: Compound B3, C(#N)C1=CC=C2C=3C(C4=C(C(C3NC2=C1)(C)C)C=C(C=C4)C(=O)O)=O (3-cyano-6,6-dimethyl-11-oxo-6,11-dihydro-5H-benzo[b]carbazol-8-carboxylic acid), CNCCO (2-methylamino-ethanol). Product: OCCN(C(=O)C=1C=CC2=C(C(C=3NC4=CC(=CC=C4C3C2=O)C#N)(C)C)C1)C (3-Cyano-6,6-dimethyl-11-oxo-6,11-dihydro-5H-benzo[b]carbazol-8-carboxylic acid (2-hydroxy-ethyl)-methyl-amide). Reaction SMILES: [C:1]([C:3]1[CH:15]=[C:14]2[C:6]([C:7]3[C:8](=[O:25])[C:9]4[CH:21]=[CH:20][C:19]([C:22]([OH:24])=O)=[CH:18][C:10]=4[C:11]([CH3:17])([CH3:16])[C:12]=3[NH:13]2)=[CH:5][CH:4]=1)#[N:2].[CH3:26][NH:27][CH2:28][CH2:29][OH:30]>>[OH:30][CH2:29][CH2:28][N:27]([CH3:26])[C:22]([C:19]1[CH:20]=[CH:21][C:9]2[C:8](=[O:25])[C:7]3[C:6]4[C:14](=[CH:15][C:3]([C:1]#[N:2])=[CH:4][CH:5]=4)[NH:13][C:12]=3[C:11]([CH3:16])([CH3:17])[C:10]=2[CH:18]=1)=[O:24]. Reported procedure: Under the same conditions as the method for synthesizing Compound B3-15, the title compound was prepared from Compound B2-28 and 2-methylamino-ethanol. Starting materials: O=C([O-])[O-], C#CCBr, CN(C)C=O, Cn1c(C(F)(F)F)cnc(-c2cc3c(cc2F)OCC(=O)N3)c1=O, [K+], [K+], O. Product: C#CCN1C(=O)COc2cc(F)c(-c3ncc(C(F)(F)F)n(C)c3=O)cc21. As a reaction SMILES: [C:25](=[O:26])([O-:27])[O-:28].[CH2:31]([C:32]#[CH:33])[Br:34].[CH3:36][N:37]([CH3:38])[CH:39]=[O:40].[F:1][c:2]1[cH:3][c:4]2[c:5]([cH:11][c:12]1-[c:13]1[c:14](=[O:24])[n:15]([CH3:23])[c:16]([C:19]([F:20])([F:21])[F:22])[cH:17][n:18]1)[NH:6][C:7](=[O:10])[CH2:8][O:9]2.[K+:29].[K+:30].[OH2:35]>>[F:1][c:2]1[cH:3][c:4]2[c:5]([cH:11][c:12]1-[c:13]1[c:14](=[O:24])[n:15]([CH3:23])[c:16]([C:19]([F:20])([F:21])[F:22])[cH:17][n:18]1)[N:6]([CH2:33][C:32]#[CH:31])[C:7](=[O:10])[CH2:8][O:9]2. Starting materials: Cl (hydrochloric acid), PTFE, stainless steel, C(#N)C1=CC(=C(C=O)C=C1)F (4-cyano-2-fluorobenzaldehyde), [C-]#N.[K+] (potassium cyanide), C([O-])([O-])=O.[NH4+].[NH4+] (ammonium carbonate), C(C)O.O (ethanol water). Run in O (water). Yields the product C(#N)C1=CC(=C(C=C1)C1C(NC(N1)=O)=O)F (5-(4-cyano-2-fluorophenyl)hydantoin). As a reaction SMILES: [C:1]([C:3]1[CH:10]=[CH:9][C:6]([CH:7]=O)=[C:5]([F:11])[CH:4]=1)#[N:2].[C-]#N.[K+].[C:15](=[O:18])([O-])[O-].[NH4+:19].[NH4+:20].Cl.[CH2:22]([OH:24])C.O>O>[C:1]([C:3]1[CH:10]=[CH:9][C:6]([CH:7]2[NH:20][C:22](=[O:24])[NH:19][C:15]2=[O:18])=[C:5]([F:11])[CH:4]=1)#[N:2] |f:1.2,3.4.5,7.8|. Reported procedure: A stirred mixture of 4-cyano-2-fluorobenzaldehyde (1.94 g, 13 mmol), potassium cyanide (1.69 g, 26 mmol) and ammonium carbonate (4.99 g, 52 mmol) in ethanol-water ((1:1, 20 ml) was heated to 80° C. for 12 hours in a PTFE lined stainless steel sealed reaction vessel. The cooled mixture was diluted with water and cautiously acidified with concentrated hydrochloric acid (15 ml). Extraction with chloroform (2×30 ml) gave 5-(4-cyano-2-fluorophenyl)hydantoin as a yellow glass. Starting materials: CC(=O)O[BH-](OC(C)=O)OC(C)=O, O=Cc1nc2nc(Cl)nc(N3CCOCC3)c2s1, ClCCCl, C1CN(C2CNC2)CCO1, [Na+]. Product: Clc1nc(N2CCOCC2)c2sc(CN3CC(N4CCOCC4)C3)nc2n1. Reaction SMILES: [C:29]([O:30][BH-:31]([O:32][C:33](=[O:34])[CH3:35])[O:36][C:37](=[O:38])[CH3:39])(=[O:40])[CH3:41].[Cl:1][c:2]1[n:3][c:4]([N:13]2[CH2:14][CH2:15][O:16][CH2:17][CH2:18]2)[c:5]2[c:6]([n:7]1)[n:8][c:9]([CH:11]=[O:12])[s:10]2.[Cl:43][CH2:44][CH2:45][Cl:46].[NH:19]1[CH2:20][CH:21]([N:23]2[CH2:24][CH2:25][O:26][CH2:27][CH2:28]2)[CH2:22]1.[Na+:42]>>[Cl:1][c:2]1[n:3][c:4]([N:13]2[CH2:14][CH2:15][O:16][CH2:17][CH2:18]2)[c:5]2[c:6]([n:7]1)[n:8][c:9]([CH2:11][N:19]1[CH2:20][CH:21]([N:23]3[CH2:24][CH2:25][O:26][CH2:27][CH2:28]3)[CH2:22]1)[s:10]2.